describe an organic reaction: reactants, conditions, products, and yield From a dataset of the Open Reaction Database (ORD), a public repository of structured organic reaction records. Starting materials: CCOc1ccc(CN)cc1Cl, C1COCCO1, O=C(N1CCc2ccc(Cl)c(OS(=O)(=O)C(F)(F)F)c2CC1)C(F)(F)F. Product: CCOc1ccc(CNc2c(Cl)ccc3c2CCN(C(=O)C(F)(F)F)CC3)cc1Cl. RXN SMILES: [CH2:27]([CH3:28])[O:29][c:30]1[c:31]([Cl:38])[cH:32][c:33]([CH2:34][NH2:35])[cH:36][cH:37]1.[CH2:39]1[O:40][CH2:41][CH2:42][O:43][CH2:44]1.[Cl:1][c:2]1[c:3]([O:19][S:20]([C:21]([F:22])([F:23])[F:24])(=[O:25])=[O:26])[c:4]2[c:5]([cH:17][cH:18]1)[CH2:6][CH2:7][N:8]([C:11]([C:12]([F:13])([F:14])[F:15])=[O:16])[CH2:9][CH2:10]2>>[Cl:1][c:2]1[c:3]([NH:35][CH2:34][c:33]2[cH:32][c:31]([Cl:38])[c:30]([O:29][CH2:27][CH3:28])[cH:37][cH:36]2)[c:4]2[c:5]([cH:17][cH:18]1)[CH2:6][CH2:7][N:8]([C:11]([C:12]([F:13])([F:14])[F:15])=[O:16])[CH2:9][CH2:10]2.